From a dataset of the Open Reaction Database (ORD), a public repository of structured organic reaction records. describe an organic reaction: reactants, conditions, products, and yield The reactants are BrCCF (1-bromo-2-fluoroethane), C(C)C=1C(=NC(=C(N1)C1=CC=2CCCCC2C=C1OC)CC)N[C@H]1[C@H](CC2=CC=CC=C12)O ((1R,2S)-1-{[3,6-diethyl-5-(3-methoxy-5,6,7,8-tetrahydronaphthalen-2-yl)pyrazin-2-yl]amino}-2,3-dihydro-1H-inden-2-ol). Product: C(C)C=1C(=NC(=C(N1)C1=CC=2CCCCC2C=C1OC)CC)N[C@H]1[C@H](CC2=CC=CC=C12)OCCF (3,6-diethyl-N-[(1R,2S)-2-(2-fluoroethoxy)-2,3-dihydro-1H-inden-1-yl]-5-(3-methoxy-5,6,7,8-tetrahydronaphthalen-2-yl)pyrazin-2-amine). Yield: 65.0%. Reaction SMILES: Br[CH2:2][CH2:3][F:4].[CH2:5]([C:7]1[C:8]([NH:27][C@@H:28]2[C:36]3[C:31](=[CH:32][CH:33]=[CH:34][CH:35]=3)[CH2:30][C@@H:29]2[OH:37])=[N:9][C:10]([CH2:25][CH3:26])=[C:11]([C:13]2[C:22]([O:23][CH3:24])=[CH:21][C:20]3[CH2:19][CH2:18][CH2:17][CH2:16][C:15]=3[CH:14]=2)[N:12]=1)[CH3:6]>>[CH2:5]([C:7]1[C:8]([NH:27][C@@H:28]2[C:36]3[C:31](=[CH:32][CH:33]=[CH:34][CH:35]=3)[CH2:30][C@@H:29]2[O:37][CH2:2][CH2:3][F:4])=[N:9][C:10]([CH2:25][CH3:26])=[C:11]([C:13]2[C:22]([O:23][CH3:24])=[CH:21][C:20]3[CH2:19][CH2:18][CH2:17][CH2:16][C:15]=3[CH:14]=2)[N:12]=1)[CH3:6]. Reported procedure: Following the general procedure of Example 13 Step 3 and making non-critical variations but substituting iodoethane with 1-bromo-2-fluoroethane and substituting (2S)-2-[(5-bromo-3,6-diethylpyrazin-2-yl)amino]butan-1-ol with (1R,2S)-1-{[3,6-diethyl-5-(3-methoxy-5,6,7,8-tetrahydronaphthalen-2-yl)pyrazin-2-yl]amino}-2,3-dihydro-1H-inden-2-ol (240 mg, 0.54 mmol) gave 260 mg of a crude yellow paste. This material was purified by Biotage MPLC (40 g column, 25% ethyl acetate in heptane) to give 203 mg ... The reactants are FC1=CC=C(C=C1)C1N(CCC1)C1=CC(=NC=C1)N (4-[2-(4-Fluoro-phenyl)-pyrrolidin-1-yl]-pyridin-2-ylamine), C(C1=CC=CC=C1)(=O)N=C=O (benzoyl isocynate), C(C)O (ethanol), C([O-])([O-])=O.[K+].[K+] (potassium carbonate). The solvent is C(Cl)Cl (DCM). Conditions: temperature 50 celsius. Yields the product FC1=CC=C(C=C1)C1N(CCC1)C1=CC(=NC=C1)NC(=O)N ({4-[2-(4-Fluoro-phenyl)-pyrrolidin-1-yl]-pyridin-2-yl}-urea). Isolated yield 55.5%. As a reaction SMILES: [F:1][C:2]1[CH:7]=[CH:6][C:5]([CH:8]2[CH2:12][CH2:11][CH2:10][N:9]2[C:13]2[CH:18]=[CH:17][N:16]=[C:15]([NH2:19])[CH:14]=2)=[CH:4][CH:3]=1.[C:20]([N:28]=C=O)(=[O:27])C1C=CC=CC=1.C(O)C.C(=O)([O-])[O-].[K+].[K+]>C(Cl)Cl>[F:1][C:2]1[CH:3]=[CH:4][C:5]([CH:8]2[CH2:12][CH2:11][CH2:10][N:9]2[C:13]2[CH:18]=[CH:17][N:16]=[C:15]([NH:19][C:20]([NH2:28])=[O:27])[CH:14]=2)=[CH:6][CH:7]=1 |f:3.4.5|. Procedure: 4-[2-(4-Fluoro-phenyl)-pyrrolidin-1-yl]-pyridin-2-ylamine (61 mg, 0.24 mmol) and benzoyl isocynate (52 mg, 0.36 mmol) are mixed in DCM (2.0 mL). The reaction is sealed and heated at 50° C. for 16 hrs. Then the solvent is removed and to the residue are added ethanol (2.0 mL) and potassium carbonate (49 mg, 0.36 mmol). The mixture is then heated at 80° C. for 45 min. The solvent is removed and the residue is partitioned between water (35 mL) and EtOAc (55 mL). The aqueous layer is separated and ex... Starting materials: TEA, CC1=NC2=CC=CC(=C2N=C1N[C@@H]1CNCC1)C1=CC=2C(NCCC2N1)=O ((S)-2-(2-methyl-3-(pyrrolidin-3-ylamino)quinoxalin-5-yl)-6,7-dihydro-1H-pyrrolo[3,2-c]pyridin-4(5H)-one), CC(=O)OC(=O)C (Ac2O). Solvent: C(Cl)Cl (DCM). Run at temperature 25 celsius, time 1.5 hour. Yields the product C(C)(=O)N1C[C@H](CC1)NC=1C(=NC2=CC=CC(=C2N1)C1=CC=2C(NCCC2N1)=O)C ((S)-2-(3-((1-acetylpyrrolidin-3-yl)amino)-2-methylquinoxalin-5-yl)-6,7-dihydro-1H-pyrrolo[3,2-c]pyridin-4(5H)-one). Yield: 16.5%. Reaction SMILES: [CH3:1][C:2]1[C:11]([NH:12][C@H:13]2[CH2:17][CH2:16][NH:15][CH2:14]2)=[N:10][C:9]2[C:4](=[CH:5][CH:6]=[CH:7][C:8]=2[C:18]2[NH:26][C:25]3[CH2:24][CH2:23][NH:22][C:21](=[O:27])[C:20]=3[CH:19]=2)[N:3]=1.[CH3:28][C:29](OC(C)=O)=[O:30]>C(Cl)Cl>[C:29]([N:15]1[CH2:16][CH2:17][C@H:13]([NH:12][C:11]2[C:2]([CH3:1])=[N:3][C:4]3[C:9]([N:10]=2)=[C:8]([C:18]2[NH:26][C:25]4[CH2:24][CH2:23][NH:22][C:21](=[O:27])[C:20]=4[CH:19]=2)[CH:7]=[CH:6][CH:5]=3)[CH2:14]1)(=[O:30])[CH3:28]. Procedure details: Prepared according to Example 50, using TEA (57.6 μl, 0.414 mmol), (S)-2-(2-methyl-3-(pyrrolidin-3-ylamino)quinoxalin-5-yl)-6,7-dihydro-1H-pyrrolo[3,2-c]pyridin-4(5H)-one (Ex. 55, 125 mg, 0.345 mmol), Ac2O (65.1 μl, 0.690 mmol), and DCM (3.5 mL) stirring at 25° C. for 1.5 h. Purification by trituration with Et2O and elution through a Si-carbonate cartridge (Silicycle) provided (S)-2-(3-((1-acetylpyrrolidin-3-yl)amino)-2-methylquinoxalin-5-yl)-6,7-dihydro-1H-pyrrolo[3,2-c]pyridin-4(5H)-one (23 mg... The reactants are C1CCNCC1, CCO, O=C1Cc2c(cccc2-c2cccc(Cl)c2)N1, Cc1[nH]c(C=O)c(C)c1C(=O)NCCn1ccnn1. The product is Cc1[nH]c(C=C2C(=O)Nc3cccc(-c4cccc(Cl)c4)c32)c(C)c1C(=O)NCCn1ccnn1. RXN SMILES: [CH2:37]1[CH2:38][CH2:39][NH:40][CH2:41][CH2:42]1.[CH3:43][CH2:44][OH:45].[Cl:1][c:2]1[cH:3][c:4](-[c:8]2[c:9]3[c:13]([cH:14][cH:15][cH:16]2)[NH:12][C:11](=[O:17])[CH2:10]3)[cH:5][cH:6][cH:7]1.[n:18]1([CH2:23][CH2:24][NH:25][C:26](=[O:27])[c:28]2[c:29]([CH3:36])[nH:30][c:31]([CH:34]=[O:35])[c:32]2[CH3:33])[n:19][n:20][cH:21][cH:22]1>>[Cl:1][c:2]1[cH:3][c:4](-[c:8]2[c:9]3[c:13]([cH:14][cH:15][cH:16]2)[NH:12][C:11](=[O:17])[C:10]3=[CH:34][c:31]2[nH:30][c:29]([CH3:36])[c:28]([C:26]([NH:25][CH2:24][CH2:23][n:18]3[n:19][n:20][cH:21][cH:22]3)=[O:27])[c:32]2[CH3:33])[cH:5][cH:6][cH:7]1.